Task: describe an organic reaction: reactants, conditions, products, and yield. Dataset: the Open Reaction Database (ORD), a public repository of structured organic reaction records Run in C(Cl)(Cl)Cl (chloroform). Reaction conditions: time 8 hour. Isolated yield 81.7%. Product: C(C)N(C)CCNC(=O)OC(COC(CCCCCCC\C=C/CCCCCCCC)=O)COC(CCCCCCC\C=C/CCCCCCCC)=O (2-O-[2-(N-ethyl-N-methylamino)ethyl]carbamoyl-1,3-O-dioleoylglycerol). Reaction SMILES: [C:1]([O:20][CH2:21][CH:22]([CH2:30][O:31][C:32](=[O:50])[CH2:33][CH2:34][CH2:35][CH2:36][CH2:37][CH2:38][CH2:39]/[CH:40]=[CH:41]\[CH2:42][CH2:43][CH2:44][CH2:45][CH2:46][CH2:47][CH2:48][CH3:49])[O:23][C:24](=[O:29])[NH:25][CH2:26][CH2:27]Br)(=[O:19])[CH2:2][CH2:3][CH2:4][CH2:5][CH2:6][CH2:7][CH2:8]/[CH:9]=[CH:10]\[CH2:11][CH2:12][CH2:13][CH2:14][CH2:15][CH2:16][CH2:17][CH3:18].[CH2:51]([NH:53][CH3:54])[CH3:52]>C(Cl)(Cl)Cl>[CH2:51]([N:53]([CH2:27][CH2:26][NH:25][C:24]([O:23][CH:22]([CH2:30][O:31][C:32](=[O:50])[CH2:33][CH2:34][CH2:35][CH2:36][CH2:37][CH2:38][CH2:39]/[CH:40]=[CH:41]\[CH2:42][CH2:43][CH2:44][CH2:45][CH2:46][CH2:47][CH2:48][CH3:49])[CH2:21][O:20][C:1](=[O:19])[CH2:2][CH2:3][CH2:4][CH2:5][CH2:6][CH2:7][CH2:8]/[CH:9]=[CH:10]\[CH2:11][CH2:12][CH2:13][CH2:14][CH2:15][CH2:16][CH2:17][CH3:18])=[O:29])[CH3:54])[CH3:52]. Starting materials: C(CCCCCCC\C=C/CCCCCCCC)(=O)OCC(OC(NCCBr)=O)COC(CCCCCCC\C=C/CCCCCCCC)=O (1,3-O-dioleoyl-2-O-(2-bromoethyl) carbamoylglycerol), C(C)NC (N-ethylmethylamine). Procedure details: In 3 ml of chloroform was dissolved 131 mg (0.170 mmol) of 1,3-O-dioleoyl-2-O-(2-bromoethyl) carbamoylglycerol followed by addition of 470 mg (7.951 mmol) of N-ethylmethylamine and the reaction was conducted in a sealed tube at 80° C. overnight. This reaction mixture was then washed with 5% sodium dihydrogen phosphate-H2O, dried and concentrated. The residue was subjected to column chromatography silica gel/methylene chloride-methanol) to provide 104 mg (81.5%) of the title compound of the inven... Starting materials: OC(CN1CCNCC1)COCCCCCCCCCCCCCCCC (1-(2-hydroxy-3-n-hexadecyloxypropyl)-piperizine), FC1=CC=C(CCl)C=C1 (4-fluorobenzyl chloride). Product: FC1=CC=C(CN2CCN(CC2)CC(COCCCCCCCCCCCCCCCC)O)C=C1 (1-(4-fluorobenzyl)-4-(2-hydroxy-3-n-hexadecyloxypropyl)-piperazine). As a reaction SMILES: [OH:1][CH:2]([CH2:10][O:11][CH2:12][CH2:13][CH2:14][CH2:15][CH2:16][CH2:17][CH2:18][CH2:19][CH2:20][CH2:21][CH2:22][CH2:23][CH2:24][CH2:25][CH2:26][CH3:27])[CH2:3][N:4]1[CH2:9][CH2:8][NH:7][CH2:6][CH2:5]1.[F:28][C:29]1[CH:36]=[CH:35][C:32]([CH2:33]Cl)=[CH:31][CH:30]=1>>[F:28][C:29]1[CH:36]=[CH:35][C:32]([CH2:33][N:7]2[CH2:8][CH2:9][N:4]([CH2:3][CH:2]([OH:1])[CH2:10][O:11][CH2:12][CH2:13][CH2:14][CH2:15][CH2:16][CH2:17][CH2:18][CH2:19][CH2:20][CH2:21][CH2:22][CH2:23][CH2:24][CH2:25][CH2:26][CH3:27])[CH2:5][CH2:6]2)=[CH:31][CH:30]=1. Reported procedure: Following the procedure of Example 5, 1-(2-hydroxy-3-n-hexadecyloxypropyl)-piperizine was reacted with 4-fluorobenzyl chloride to form 1-(4-fluorobenzyl)-4-(2-hydroxy-3-n-hexadecyloxypropyl)-piperazine, mp 242° C. (dec).